From a dataset of the Open Reaction Database (ORD), a public repository of structured organic reaction records. describe an organic reaction: reactants, conditions, products, and yield RXN SMILES: [CH2:38]1[O:39][CH2:40][CH2:41][CH2:42]1.[CH3:29][C:30]([CH3:31])([CH3:32])[S:33](=[O:34])[NH2:35].[CH3:36][OH:37].[CH3:43][CH2:44][O-:45].[CH3:47][CH2:48][O-:49].[CH3:50][CH2:51][O-:52].[CH3:53][CH2:54][O-:55].[F:1][c:2]1[cH:3][c:4]([C:26]([CH3:27])=[O:28])[cH:5][cH:6][c:7]1-[c:8]1[s:9][c:10]2[n:11][c:12]([C:17]3([c:20]4[cH:21][cH:22][cH:23][cH:24][cH:25]4)[CH2:18][CH2:19]3)[cH:13][cH:14][c:15]2[n:16]1.[Ti+4:46]>>[F:1][c:2]1[cH:3][c:4]([CH:26]([CH3:27])[NH:35][S:33]([C:30]([CH3:29])([CH3:31])[CH3:32])=[O:34])[cH:5][cH:6][c:7]1-[c:8]1[s:9][c:10]2[n:11][c:12]([C:17]3([c:20]4[cH:21][cH:22][cH:23][cH:24][cH:25]4)[CH2:18][CH2:19]3)[cH:13][cH:14][c:15]2[n:16]1. Starting materials: C1CCOC1, CC(C)(C)S(N)=O, CO, CC[O-], CC[O-], CC[O-], CC[O-], CC(=O)c1ccc(-c2nc3ccc(C4(c5ccccc5)CC4)nc3s2)c(F)c1, [Ti+4]. Yields the product CC(NS(=O)C(C)(C)C)c1ccc(-c2nc3ccc(C4(c5ccccc5)CC4)nc3s2)c(F)c1. Reactants: C(C)(=O)[O-].[K+] (potassium acetate), ClCC=1C(NC2=CC=C(C=C2C1)OC)=O (3-chloromethyl-6-methoxycarbostyril), ice water. Solvent: C(C)(=O)OC(C)=O (acetic anhydride). Conditions: time 3 hour. Yields the product C(C)(=O)OCC=1C(NC2=CC=C(C=C2C1)OC)=O (3-acetoxymethyl-6-methoxycarbostyril). As a reaction SMILES: Cl[CH2:2][C:3]1[C:4](=[O:15])[NH:5][C:6]2[C:11]([CH:12]=1)=[CH:10][C:9]([O:13][CH3:14])=[CH:8][CH:7]=2.[C:16]([O-:19])(=[O:18])[CH3:17].[K+]>C(OC(=O)C)(=O)C>[C:16]([O:19][CH2:2][C:3]1[C:4](=[O:15])[NH:5][C:6]2[C:11]([CH:12]=1)=[CH:10][C:9]([O:13][CH3:14])=[CH:8][CH:7]=2)(=[O:18])[CH3:17] |f:1.2|. Procedure details: 2.2 Grams of 3-chloromethyl-6-methoxycarbostyril was dissolved in 20 ml of acetic anhydride, then 12 g of potassium acetate was added thereto and stirred at 60°-70° C. for 3 hours. The reaction mixture was poured in an ice-water and the crystals precipitated were collected by filtration. Recrystallized from acetone to obtain 2 g of 3-acetoxymethyl-6-methoxycarbostyril in the form of colorless prism-like crystals.